Dataset: the Open Reaction Database (ORD), a public repository of structured organic reaction records. Task: describe an organic reaction: reactants, conditions, products, and yield Starting materials: C(C)N1C(CO[C@]2([C@H]1CC=1C3=C2C(=CC=C3NC1)OC)C1=CC=CC=C1)=O (Trans-7-ethyl-4,6,6a,8,9,10a-hexahydro-1-methoxy-10a-phenyl-7H-indolo[3,4-gh][1.4]benzoxazin-8-one), [H-].[H-].[H-].[H-].[Li+].[Al+3] (LAH). Product: C(C)N1C=CO[C@]2([C@H]1CC=1C3=C2C(=CC=C3NC1)OC)C1=CC=CC=C1 (Trans-7-ethyl-1-methoxy-10a-phenyl-4,6,6a,10a-tetrahydro-7H-indolo[3,4-gh][1.4]benzoxazine). Isolated yield 11.7%. RXN SMILES: [CH2:1]([N:3]1[C@@H:8]2[CH2:9][C:10]3[C:11]4[C:16]([NH:17][CH:18]=3)=[CH:15][CH:14]=[C:13]([O:19][CH3:20])[C:12]=4[C@@:7]2([C:21]2[CH:26]=[CH:25][CH:24]=[CH:23][CH:22]=2)[O:6][CH2:5][C:4]1=O)[CH3:2].[H-].[H-].[H-].[H-].[Li+].[Al+3]>>[CH2:1]([N:3]1[C@@H:8]2[CH2:9][C:10]3[C:11]4[C:16]([NH:17][CH:18]=3)=[CH:15][CH:14]=[C:13]([O:19][CH3:20])[C:12]=4[C@@:7]2([C:21]2[CH:26]=[CH:25][CH:24]=[CH:23][CH:22]=2)[O:6][CH:5]=[CH:4]1)[CH3:2] |f:1.2.3.4.5.6|. Procedure: Trans-7-ethyl-4,6,6a,8,9,10a-hexahydro-1-methoxy-10a-phenyl-7H-indolo[3,4-gh][1.4]benzoxazin-8-one (664 mg, 1.83 mmol) was reduced with LAH. The residue thus obtained was subjected to a silica gel column chromatography, eluting with n-hexane-ethyl acetate (3:1), to afford 74 mg (12%) of the title compound as a crude crystalline product (m.p.194-196 dec.) Reactants: C[C@]12C(C([C@H](CC1)C2(C)C)=O)=O ((1S,4R)-1,7,7-trimethyl-bicyclo [2.2.1]heptane-2,3-dione), C(C)OP(OCC)(=O)C(C(=O)C1CC1)C ((2-Cyclopropyl-1-methyl-2-oxo-ethyl)-phosphonic acid diethyl ester), O.NN (hydrazine monohydrate). Product: C1(CC1)C1=NN=C2[C@]3(CC[C@@H](C2=C1C)C3(C)C)C ((1S,8R)-5-Cyclopropyl-1,6,11,11-tetramethyl-3,4-diaza-tricyclo[6.2.1.02,7]undeca-2,4,6-triene). As a reaction SMILES: [CH3:1][C@@:2]12[C:8]([CH3:10])([CH3:9])[C@@H:5]([CH2:6][CH2:7]1)[C:4](=O)[C:3]2=O.C(OP([CH:21]([CH3:27])[C:22]([CH:24]1[CH2:26][CH2:25]1)=O)(=O)OCC)C.O.[NH2:29][NH2:30]>>[CH:24]1([C:22]2[C:21]([CH3:27])=[C:4]3[C:3]([C@:2]4([CH3:1])[C:8]([CH3:10])([CH3:9])[C@H:5]3[CH2:6][CH2:7]4)=[N:30][N:29]=2)[CH2:26][CH2:25]1 |f:2.3|. Reported procedure: light yellow solid. MS (EI): 242.2 (M+). Prepared from (1S,4R)-1,7,7-trimethyl-bicyclo [2.2.1]heptane-2,3-dione, (2-Cyclopropyl-1-methyl-2-oxo-ethyl)-phosphonic acid diethyl ester, hydrazine monohydrate.